The task is: describe an organic reaction: reactants, conditions, products, and yield. This data is from the Open Reaction Database (ORD), a public repository of structured organic reaction records. The reactants are N([C@@H](CC1=CC(=C(C=C1)O)C(C)(C)C)C(=O)OC)C(=O)OCC1=CC=CC=C1 (Z-Tyr(3-tBu)-OMe), O.[OH-].[Li+] (lithium hydroxide monohydrate). Solvent: CO.O (methanol water). Conditions: time 2 hour. The product is N([C@@H](CC1=CC(=C(C=C1)O)C(C)(C)C)C(=O)O)C(=O)OCC1=CC=CC=C1 (Z-Tyr(3-tBu)-OH). The yield is 100.7%. As a reaction SMILES: [NH:1]([C:19]([O:21][CH2:22][C:23]1[CH:28]=[CH:27][CH:26]=[CH:25][CH:24]=1)=[O:20])[C@H:2]([C:15]([O:17]C)=[O:16])[CH2:3][C:4]1[CH:9]=[CH:8][C:7]([OH:10])=[C:6]([C:11]([CH3:14])([CH3:13])[CH3:12])[CH:5]=1.O.[OH-].[Li+]>CO.O>[NH:1]([C:19]([O:21][CH2:22][C:23]1[CH:24]=[CH:25][CH:26]=[CH:27][CH:28]=1)=[O:20])[C@H:2]([C:15]([OH:17])=[O:16])[CH2:3][C:4]1[CH:9]=[CH:8][C:7]([OH:10])=[C:6]([C:11]([CH3:14])([CH3:13])[CH3:12])[CH:5]=1 |f:1.2.3,4.5|. Reported procedure: To a solution of Z-Tyr(3-tBu)-OMe (1.01 g, 2.62 mmol) in methanol/water (12 ml/3 ml), lithium hydroxide monohydrate (0.17 g, 3.93 mmol) was added and stirred at room temperature for 2 hours. The reaction mixture was washed with ether, rendered acidic by 2N hydrochloric acid and extracted with methylene chloride. The extract was dried over anhydrous magnesium sulfate and evaporated to remove the solvent under reduced pressure, giving crude Z-Tyr(3-tBu)-OH (0.98 g). Starting materials: C(=O)C1CCC(CC1)=O (4-formylcyclohexanone), O (water), [Br-].FC=1C=C(C[P+](C2=CC=CC=C2)(C2=CC=CC=C2)C2=CC=CC=C2)C=C(C1F)F (3,4,5-trifluorobenzyltriphenylphosphonium bromide), C[O-].[Na+] (sodium methoxide). Solvent: C1CCOC1 (THF), C1CCOC1 (THF). The product is FC=1C=C(C=C(C1F)F)C=CC1CCC(CC1)=O (4-(2'-(3",4",5"-trifluorophenyl)ethenyl)cyclohexanone). Yield: 70.5%. RXN SMILES: [Br-].[F:2][C:3]1[CH:4]=[C:5]([CH:26]=[C:27]([F:30])[C:28]=1[F:29])[CH2:6][P+](C1C=CC=CC=1)(C1C=CC=CC=1)C1C=CC=CC=1.C[O-].[Na+].[CH:34]([CH:36]1[CH2:41][CH2:40][C:39](=[O:42])[CH2:38][CH2:37]1)=O.O>C1COCC1>[F:30][C:27]1[CH:26]=[C:5]([CH:6]=[CH:34][CH:36]2[CH2:41][CH2:40][C:39](=[O:42])[CH2:38][CH2:37]2)[CH:4]=[C:3]([F:2])[C:28]=1[F:29] |f:0.1,2.3|. Procedure details: A suspension of 3,4,5-trifluorobenzyltriphenylphosphonium bromide (234 g) in THF (500 ml) was stirred in a nitrogen gas stream, followed by adding sodium methoxide (32.4 g) little by little at room temperature, stirring the reaction solution at room temperature for one hour, dropwise adding a solution of 4-formylcyclohexanone (50 g) in THF (250 ml), stirring the mixture at room temperature for 2 hours, adding it to water (1 l) extracting with ethyl acetate (1 1), washing the organic layer with w... Reactants: COc1cccc2c(O)c(C)c(C)nc12, ClP(Cl)(Cl)(Cl)Cl, O=P(Cl)(Cl)Cl. Product: COc1cccc2c(Cl)c(C)c(C)nc12. Reaction SMILES: [CH3:1][c:2]1[n:3][c:4]2[c:5]([O:14][CH3:15])[cH:6][cH:7][cH:8][c:9]2[c:10]([OH:13])[c:11]1[CH3:12].[Cl:16][P:17]([Cl:18])([Cl:19])([Cl:20])[Cl:21].[P:22]([Cl:23])([Cl:24])([Cl:25])=[O:26]>>[CH3:1][c:2]1[n:3][c:4]2[c:5]([O:14][CH3:15])[cH:6][cH:7][cH:8][c:9]2[c:10]([Cl:16])[c:11]1[CH3:12]. The reactants are CC#N, Cl, N#Cc1cc(N)n(-c2c(Cl)cc(C(F)(F)F)cc2Cl)n1, O, COC(=O)c1cnccn1. Yields the product N#Cc1cc(NC(=O)c2cnccn2)n(-c2c(Cl)cc(C(F)(F)F)cc2Cl)n1. RXN SMILES: [CH3:31][C:32]#[N:33].[ClH:34].[NH2:1][c:2]1[cH:3][c:4]([C:19]#[N:20])[n:5][n:6]1-[c:7]1[c:8]([Cl:18])[cH:9][c:10]([C:14]([F:15])([F:16])[F:17])[cH:11][c:12]1[Cl:13].[OH2:35].[n:21]1[c:22]([C:27](=[O:28])[O:29][CH3:30])[cH:23][n:24][cH:25][cH:26]1>>[NH:1]([c:2]1[cH:3][c:4]([C:19]#[N:20])[n:5][n:6]1-[c:7]1[c:8]([Cl:18])[cH:9][c:10]([C:14]([F:15])([F:16])[F:17])[cH:11][c:12]1[Cl:13])[C:27]([c:22]1[n:21][cH:26][cH:25][n:24][cH:23]1)=[O:28]. The reactants are ClC1=C(C=CC(=C1)Cl)B(O)O (2,4-dichloro-phenylboronic acid), ClC1=CC=C(C(=C1C#N)NC)[N+](=O)[O-] (6-chloro-2-methylamino-3-nitro-benzonitrile). The product is NC=1C(=C(C(=CC1)C1=C(C=C(C=C1)Cl)Cl)C#N)NC (4-Amino-2′,4′-dichloro-3-methylamino-biphenyl-2-carbonitrile). Isolated yield 19.0%. As a reaction SMILES: [Cl:1][C:2]1[CH:7]=[C:6]([Cl:8])[CH:5]=[CH:4][C:3]=1B(O)O.Cl[C:13]1[C:18]([C:19]#[N:20])=[C:17]([NH:21][CH3:22])[C:16]([N+:23]([O-])=O)=[CH:15][CH:14]=1>>[NH2:23][C:16]1[C:17]([NH:21][CH3:22])=[C:18]([C:19]#[N:20])[C:13]([C:3]2[CH:4]=[CH:5][C:6]([Cl:8])=[CH:7][C:2]=2[Cl:1])=[CH:14][CH:15]=1. Reported procedure: The title compound was prepared in 19% yield from 2,4-dichloro-phenylboronic acid and 6-chloro-2-methylamino-3-nitro-benzonitrile according to the procedure for Example 1A. 1H NMR (400 MHz, CDCl3): δ 7.49 (s, 1H), 7.24-7.31 (m, 2H), 6.89 (d, 1H, J=8.4 Hz), 6.78 (d, 1H, J=8.0 Hz), 3.67 (br s, 3H), 2.97 (s, 3H). MS (ES) [m+H] calc'd for C14H11N3Cl2, 292, 294; found 292, 294. The reactants are CS(=O)(=O)OCC1=NN(C(C1)C1=CC=C(C=C1)Cl)C1=C(C=C(C=C1)Cl)Cl ([5-(4-Chloro-phenyl)-1-(2,4-dichloro-phenyl)-4,5-dihydro-1H-pyrazole-3-yl]methyl methanesulfonate), [NH4+].[OH-] (NH4OH). The solvent is C1CCOC1 (THF). The product is ClC1=CC=C(C=C1)C1CC(=NN1C1=C(C=C(C=C1)Cl)Cl)CN ([5-(4-chloro-phenyl)-1-(2,4-dichloro-phenyl)-4,5-dihydro-1H-pyrazole-3-yl]methyl amine). Yield: 39.8%. Reaction SMILES: CS(O[CH2:6][C:7]1[CH2:11][CH:10]([C:12]2[CH:17]=[CH:16][C:15]([Cl:18])=[CH:14][CH:13]=2)[N:9]([C:19]2[CH:24]=[CH:23][C:22]([Cl:25])=[CH:21][C:20]=2[Cl:26])[N:8]=1)(=O)=O.[NH4+:27].[OH-]>C1COCC1>[Cl:18][C:15]1[CH:16]=[CH:17][C:12]([CH:10]2[N:9]([C:19]3[CH:24]=[CH:23][C:22]([Cl:25])=[CH:21][C:20]=3[Cl:26])[N:8]=[C:7]([CH2:6][NH2:27])[CH2:11]2)=[CH:13][CH:14]=1 |f:1.2|. Procedure details: A solution of [5-(4-Chloro-phenyl)-1-(2,4-dichloro-phenyl)-4,5-dihydro-1H-pyrazole-3-yl]methyl methanesulfonate (58 g, 0.134 mol) in THF (200 mL) and NH4OH aq. (25%, 412 mL, 2.68 mol) was stirred at room temperature for 15 hours. The excess ammonia was removed in vacuo and EtOAc (200 mL) and sat. aq. NaHCO3 (150 mL) was added. The organic layer was separated and the aqueous phase was extracted with EtOAc, the combined organic layers were washed with sat. aq. NaHCO3 (2×150 mL), brine (200 mL) and... Reactants: Cc1nnc(-c2ccc(C)c(-c3ccc(C(=O)O)cc3)c2)o1, CCN=C=NCCCN(C)C, CC(C)(C)CCN, Cl, CN(C)C=O, On1nnc2ccccc21. Product: Cc1nnc(-c2ccc(C)c(-c3ccc(C(=O)NCCC(C)(C)C)cc3)c2)o1. As a reaction SMILES: [CH3:1][c:2]1[c:3](-[c:14]2[cH:15][cH:16][c:17]([C:20](=[O:21])[OH:22])[cH:18][cH:19]2)[cH:4][c:5](-[c:8]2[o:9][c:10]([CH3:13])[n:11][n:12]2)[cH:6][cH:7]1.[CH3:34][N:35]([CH3:36])[CH2:37][CH2:38][CH2:39][N:40]=[C:41]=[N:42][CH2:43][CH3:44].[CH3:45][C:46]([CH2:47][CH2:48][NH2:49])([CH3:50])[CH3:51].[ClH:33].[O:52]=[CH:53][N:54]([CH3:55])[CH3:56].[OH:23][n:24]1[c:25]2[c:26]([cH:27][cH:28][cH:29][cH:30]2)[n:31][n:32]1>>[CH3:1][c:2]1[c:3](-[c:14]2[cH:15][cH:16][c:17]([C:20](=[O:21])[NH:49][CH2:48][CH2:47][C:46]([CH3:45])([CH3:50])[CH3:51])[cH:18][cH:19]2)[cH:4][c:5](-[c:8]2[o:9][c:10]([CH3:13])[n:11][n:12]2)[cH:6][cH:7]1. The reactants are [N+](=O)([O-])C1=CC=C(C=C1)N=C=S (4-Nitrophenyl isothiocyanate), [Cl-].C(C(C)C)[NH3+] (N-(isobutyl)ammonium chloride), OC[C@H](CC(C)C)N ((1S)-1-(Hydroxymethyl)-3-methylbutylamine), CC(C[C@@H](CO)NCC(C)C)C ((2S)-4-methyl-2-(isobutylamino)pentanol), alcohol, COC([C@@H](N)CC(C)C)=O ((L)-leucine methyl ester), OCCN (2-hydroxyethylamine), [Cl-].C(C(C)C)[NH3+] (N-(isobutyl)ammonium chloride). Product: [N+](=O)([O-])C1=CC=C(C=C1)N=C1SC(CN1CC(C)C)CC(C)C (2-(4-nitrophenylimino)-3,5-diisobutyl-1,3-thiazolidine). As a reaction SMILES: O[CH2:2][C@@H:3](N)[CH2:4][CH:5]([CH3:7])[CH3:6].COC(=O)[C@H](CC(C)C)N.OCCN.CC(C)C[C@H](NCC(C)C)CO.[Cl-].[CH2:36]([NH3+:40])[CH:37]([CH3:39])[CH3:38].[N+:41]([C:44]1[CH:49]=[CH:48][C:47]([N:50]=[C:51]=[S:52])=[CH:46][CH:45]=1)([O-:43])=[O:42]>>[N+:41]([C:44]1[CH:45]=[CH:46][C:47]([N:50]=[C:51]2[N:40]([CH2:36][CH:37]([CH3:39])[CH3:38])[CH2:2][CH:3]([CH2:4][CH:5]([CH3:7])[CH3:6])[S:52]2)=[CH:48][CH:49]=1)([O-:43])=[O:42] |f:4.5|. Reported procedure: (1S)-1-(Hydroxymethyl)-3-methylbutylamine was made from (L)-leucine methyl ester as described in Method B1b. The 2-hydroxyethylamine was converted to (2S)-4-methyl-2-(isobutylamino)pentanol as described in Method B4c, Steps 1-2. The alcohol was converted to N-(1S)-1-(chloromethyl)-3-methylbutyl)-N-(isobutyl)ammonium chloride as described in Method B7c. 4-Nitrophenyl isothiocyanate was reacted with N-(1S)-1-(chloromethyl)-3-methylbutyl)-N-(isobutyl)ammonium chloride according to Method C1f to giv... The reactants are FC1=CC2=C(C(=NO2)C2CCNCC2)C=C1 (6-fluoro-3-(4-piperidinyl)-1,2-benzisoxazole), C(=O)([O-])[O-].[K+].[K+] (K2CO3), S(=O)(=O)(C)OCCC1COC2=C(O1)C=CC=C2 (2-mesyloxyethyl-1,4-benzodioxan). The solvent is C(C)#N (acetonitrile). The product is FC1=CC2=C(C(=NO2)C2CCN(CC2)CCC2COC3=C(O2)C=CC=C3)C=C1 (2-[4-(6-fluoro-1,2-benzisoxazol-3-yl)-1-piperidinyl]ethyl-1,4-benzodioxan). Reaction SMILES: [F:1][C:2]1[CH:16]=[CH:15][C:5]2[C:6]([CH:9]3[CH2:14][CH2:13][NH:12][CH2:11][CH2:10]3)=[N:7][O:8][C:4]=2[CH:3]=1.C([O-])([O-])=O.[K+].[K+].S(O[CH2:28][CH2:29][CH:30]1[O:35][C:34]2[CH:36]=[CH:37][CH:38]=[CH:39][C:33]=2[O:32][CH2:31]1)(C)(=O)=O>C(#N)C>[F:1][C:2]1[CH:16]=[CH:15][C:5]2[C:6]([CH:9]3[CH2:10][CH2:11][N:12]([CH2:28][CH2:29][CH:30]4[O:35][C:34]5[CH:36]=[CH:37][CH:38]=[CH:39][C:33]=5[O:32][CH2:31]4)[CH2:13][CH2:14]3)=[N:7][O:8][C:4]=2[CH:3]=1 |f:1.2.3|. Procedure: A mixture of 6-fluoro-3-(4-piperidinyl)-1,2-benzisoxazole (4.7 g, 21 mmol), K2CO3 (3.5 g, 25.4 mmol) and 2-mesyloxyethyl-1,4-benzodioxan (5.5 g, 21.3 mmol) in acetonitrile (250 ml) was heated at reflux for 3.5 hours. At the end of the reaction, insolubles were filtered. The solid was washed with dichloromethane (200 ml). The solutions were combined and evaporated to an oil. This crude oil was purified by flash chromatography on a silica gel column. The material thus obtained was crystallized fro... The reactants are ice, ice, [Cl-].[NH4+] (ammonium chloride), ice, [H-].[Na+] (sodium hydride), ClCOCC[Si](C)(C)C ((2-(chloromethoxy)ethyl)trimethylsilane), CC1(OB(OC1(C)C)C=1C=NNC1)C (4-(4,4,5,5-tetramethyl-1,3,2-dioxaborolan-2-yl)-1H-pyrazole). The solvent is CN(C)C=O (DMF). Reaction conditions: temperature 0 celsius, time 2 minute. Yields the product CC1(OB(OC1(C)C)C=1C=NN(C1)COCC[Si](C)(C)C)C (4-(4,4,5,5-tetramethyl-1,3,2-dioxaborolan-2-yl)-1-((2-(trimethylsilyl)ethoxy)methyl)-1H-pyrazole). Isolated yield 86.5%. As a reaction SMILES: [CH3:1][C:2]1([CH3:14])[C:6]([CH3:8])([CH3:7])[O:5][B:4]([C:9]2[CH:10]=[N:11][NH:12][CH:13]=2)[O:3]1.[H-].[Na+].Cl[CH2:18][O:19][CH2:20][CH2:21][Si:22]([CH3:25])([CH3:24])[CH3:23].[Cl-].[NH4+]>CN(C=O)C>[CH3:1][C:2]1([CH3:14])[C:6]([CH3:7])([CH3:8])[O:5][B:4]([C:9]2[CH:13]=[N:12][N:11]([CH2:18][O:19][CH2:20][CH2:21][Si:22]([CH3:25])([CH3:24])[CH3:23])[CH:10]=2)[O:3]1 |f:1.2,4.5|. Reported procedure: A solution of 4-(4,4,5,5-tetramethyl-1,3,2-dioxaborolan-2-yl)-1H-pyrazole (10.00 g, 51.54 mmol) in DMF (100 mL) was cooled to 0° C. in an ice bath and treated with sodium hydride (60% dispersion in oil) (3.092 g, 77.30 mmol) in one portion. The reaction mixture was stirred at 0° C. for 2 minutes, then at ambient temperature for 30 minutes. The reaction mixture was cooled to 0° C. and (2-(chloromethoxy)ethyl)trimethylsilane (11.82 mL, 67.00 mmol) was added. The reaction mixture was warmed to ambi...